This data is from the Open Reaction Database (ORD), a public repository of structured organic reaction records. The task is: describe an organic reaction: reactants, conditions, products, and yield Starting materials: ClCCCBr, O=C([O-])[O-], CC(C)=O, CCOC(C)=O, [K+], [K+], O=c1[nH]c2cc([N+](=O)[O-])ccc2o1, O. Product: O=c1oc2ccc([N+](=O)[O-])cc2n1CCCCl. As a reaction SMILES: [Br:20][CH2:21][CH2:22][CH2:23][Cl:24].[C:14](=[O:15])([O-:16])[O-:17].[CH3:25][C:26](=[O:27])[CH3:28].[CH3:30][CH2:31][O:32][C:33]([CH3:34])=[O:35].[K+:18].[K+:19].[N+:1](=[O:2])([O-:3])[c:4]1[cH:5][cH:6][c:7]2[c:8]([nH:9][c:10](=[O:12])[o:11]2)[cH:13]1.[OH2:29]>>[N+:1](=[O:2])([O-:3])[c:4]1[cH:5][cH:6][c:7]2[c:8]([n:9]([CH2:21][CH2:22][CH2:23][Cl:24])[c:10](=[O:12])[o:11]2)[cH:13]1. Starting materials: ClC1=CN(C2=CC=C(C=C12)OCCNC(C)=O)S(=O)(=O)C1=CC=CC=C1 (N-(2-{[3-chloro-1-(phenylsulfonyl)-1H-indol-5-yl]oxy}ethyl)acetamide), ClC1=CN(C2=CC=C(C=C12)OCCNC(C)=O)S(=O)(=O)C1=CC=CC=C1 (N-(2-{[3-chloro-1-(phenylsulfonyl)-1H-indol-5-yl]oxy}ethyl)acetamide), crude material, O=P(Cl)(Cl)Cl (POCl3). Solvent: CCO (EtOH), [OH-].[Na+] (NaOH), CC#N (MeCN), O (water). Reaction conditions: temperature 75 celsius. Product: ClC1=CNC2=CC=C3C(=C12)C(=NCCO3)C (10-chloro-1-methyl-3,8-dihydro-4H-[1,4]oxazepino[6,7-e]indole). Isolated yield 15.6%. As a reaction SMILES: [Cl:1][C:2]1[C:10]2[C:5](=[CH:6][CH:7]=[C:8]([O:11][CH2:12][CH2:13][NH:14][C:15](=O)[CH3:16])[CH:9]=2)[N:4](S(C2C=CC=CC=2)(=O)=O)[CH:3]=1.O=P(Cl)(Cl)Cl>CCO.[OH-].[Na+].O.CC#N>[Cl:1][C:2]1[C:10]2[C:5](=[CH:6][CH:7]=[C:8]3[O:11][CH2:12][CH2:13][N:14]=[C:15]([CH3:16])[C:9]3=2)[NH:4][CH:3]=1 |f:3.4|. Procedure details: N-(2-{[3-chloro-1-(phenylsulfonyl)-1H-indol-5-yl]oxy}ethyl)acetamide (Intermediate 39, 1.07 g, 2.73 mmol, ca 80% pure) in EtOH (25 ml) and 2 M NaOH (5 ml) were mixed and heated at 75° C. for 1 hour. The reaction mixture was cooled, diluted with water and extracted with DCM. The organic phase was dried (MgSO4) and evaporated to give the crude material (0.287 g) as a colorless oil. The crude material (0.250 g, 0979 mmol) was dissolved in MeCN (20 ml) and POCl3 was added. The reaction mixture was h... Starting materials: ClC1=C2C(=NC=C1)C=C(S2)C=2N=CN(C2)C(C)C (7-Chloro-2-(1-isopropyl-1H-imidazol-4-yl)thieno[3,2-b]pyridine), FC1=C(C=CC(=C1)[N+](=O)[O-])O (2-fluoro-4-nitrophenol), C([O-])([O-])=O.[K+].[K+] (potassium carbonate), CO.C(Cl)Cl (MeOH CH2Cl2). The solvent is O(C1=CC=CC=C1)C1=CC=CC=C1 (Ph2O). Run at temperature 195 celsius. Yields the product FC1=C(OC2=C3C(=NC=C2)C=C(S3)C=3N=CN(C3)C(C)C)C=CC(=C1)[N+](=O)[O-] (7-(2-Fluoro-4-nitrophenoxy)-2-(1-isopropyl-1H-imidazol-4-yl)thieno[3,2-b]pyridine). Isolated yield 88.3%. RXN SMILES: Cl[C:2]1[CH:7]=[CH:6][N:5]=[C:4]2[CH:8]=[C:9]([C:11]3[N:12]=[CH:13][N:14]([CH:16]([CH3:18])[CH3:17])[CH:15]=3)[S:10][C:3]=12.[F:19][C:20]1[CH:25]=[C:24]([N+:26]([O-:28])=[O:27])[CH:23]=[CH:22][C:21]=1[OH:29].C(=O)([O-])[O-].[K+].[K+].CO.C(Cl)Cl>O(C1C=CC=CC=1)C1C=CC=CC=1>[F:19][C:20]1[CH:25]=[C:24]([N+:26]([O-:28])=[O:27])[CH:23]=[CH:22][C:21]=1[O:29][C:2]1[CH:7]=[CH:6][N:5]=[C:4]2[CH:8]=[C:9]([C:11]3[N:12]=[CH:13][N:14]([CH:16]([CH3:18])[CH3:17])[CH:15]=3)[S:10][C:3]=12 |f:2.3.4,5.6|. Reported procedure: To a solution of 123 (1.16 g, 4.18 mmol) in Ph2O (20 ml) was added 2-fluoro-4-nitrophenol (1.31 g, 8.37 mmol) and potassium carbonate (2.31 g, 16.72 mmol). The reaction mixture was heated to 195° C. for 18 hrs then cooled to room temperature. The residue was purified by column chromatography, eluents EtOAc/Hex (9/1 to 5/5), then MeOH/CH2Cl2 (98/2), to afford title compound 124 (1.47 g, 88% yield) as a yellow solid. MS (m/z): 399.0 (M+H). The reactants are Cc1cc(Br)ccc1OCC(C)(C)O, CNCCNC, [K+], [K+], [K+], C1COCCO1, O=P([O-])([O-])[O-], O=c1[nH]ccnc1SCCc1ccccn1. Product: Cc1cc(-n2ccnc(SCCc3ccccn3)c2=O)ccc1OCC(C)(C)O. Reaction SMILES: [Br:17][c:18]1[cH:19][c:20]([CH3:30])[c:21]([O:22][CH2:23][C:24]([CH3:25])([OH:26])[CH3:27])[cH:28][cH:29]1.[CH3:31][NH:32][CH2:33][CH2:34][NH:35][CH3:36].[K+:42].[K+:43].[K+:44].[O:45]1[CH2:46][CH2:47][O:48][CH2:49][CH2:50]1.[P:37]([O-:38])([O-:39])([O-:40])=[O:41].[n:1]1[c:2]([CH2:7][CH2:8][S:9][c:10]2[c:11](=[O:16])[nH:12][cH:13][cH:14][n:15]2)[cH:3][cH:4][cH:5][cH:6]1>>[n:1]1[c:2]([CH2:7][CH2:8][S:9][c:10]2[c:11](=[O:16])[n:12](-[c:18]3[cH:19][c:20]([CH3:30])[c:21]([O:22][CH2:23][C:24]([CH3:25])([OH:26])[CH3:27])[cH:28][cH:29]3)[cH:13][cH:14][n:15]2)[cH:3][cH:4][cH:5][cH:6]1. Reactants: C(C=C)(=O)N (acrylamide), C(C=C)(=O)O (acrylic acid), C(CN(CC(=O)O)CC(=O)O)N(CC(=O)O)CC(=O)O (ethylenediaminetetraacetic acid), Br(=O)(=O)[O-].[K+] (potassium bromate), [OH-].[K+] (potassium hydroxide), oil, CCCCCCCC/C=C\CCCCCCCC(=O)OCC([C@@H]1[C@@H]([C@H](CO1)O)O)O (sorbitan monooleate), N(=NC(C#N)(C)C)C(C#N)(C)C (2,2'-azobis-(isobutyronitrile)), S(=O)(=O)([O-])S(=O)[O-].[Na+].[Na+] (sodium metabisulfite). Run in O (water), O (water). Reaction conditions: time 8 hour. Yields the product C(C=C)(=O)N.C(C=C)(=O)[O-].[K+] (acrylamide potassium acrylate). As a reaction SMILES: [C:1]([NH2:5])(=[O:4])[CH:2]=[CH2:3].[C:6]([OH:10])(=[O:9])[CH:7]=[CH2:8].C(N(CC(O)=O)CC(O)=O)CN(CC(O)=O)CC(O)=O.Br([O-])(=O)=O.[K+:35].[OH-].[K+].CCCCCCCC/C=C\CCCCCCCC(OCC(O)[C@H]1OC[C@H](O)[C@H]1O)=O.N(C(C)(C)C#N)=NC(C)(C)C#N.S(S([O-])=O)([O-])(=O)=O.[Na+].[Na+]>O>[C:1]([NH2:5])(=[O:4])[CH:2]=[CH2:3].[C:6]([O-:10])(=[O:9])[CH:7]=[CH2:8].[K+:35] |f:3.4,5.6,9.10.11,13.14.15|. Procedure: The copolymer may be manufactured as follows: a water phase containing 199.1 g of acrylamide, 84.5 g of acrylic acid, 3.0 g of ethylenediaminetetraacetic acid, 0.2 g of potassium bromate, 60.3 g of potassium hydroxide and 342 g of water is homogenized with an oil phase containing 240 g of oil, 20 g of sorbitan monooleate, 0.2 g of 2,2'-azobis-(isobutyronitrile). The emulsion is then transferred to a suitable reaction vessel with stirring and is sparged with nitrogen. Polymerization is initiated ... Reactants: FC(C1=NC2=C(C=CC=C2C(=C1)CC(CCO)=O)C(F)(F)F)(F)F (1-(2,8-bis(trifluoromethyl)-4-quinolinyl)-4-hydroxybutanone), [BH4-].[Na+] (NaBH4), CCO (EtOH). The solvent is O (water), O (water). Reaction conditions: temperature 0 celsius, time 30 minute. Product: FC(C1=NC2=C(C=CC=C2C(=C1)C(CCCO)O)C(F)(F)F)(F)F (1-(2,8-Bis(trifluoromethyl)-4-quinolinyl)-4-hydroxybutanol). Yield: 82.0%. As a reaction SMILES: [F:1][C:2]([F:24])([F:23])[C:3]1[CH:12]=[C:11]([CH2:13][C:14](=O)[CH2:15][CH2:16][OH:17])[C:10]2[C:5](=[C:6]([C:19]([F:22])([F:21])[F:20])[CH:7]=[CH:8][CH:9]=2)[N:4]=1.[BH4-].[Na+].CC[OH:29]>O>[F:1][C:2]([F:23])([F:24])[C:3]1[CH:12]=[C:11]([CH:13]([OH:29])[CH2:14][CH2:15][CH2:16][OH:17])[C:10]2[C:5](=[C:6]([C:19]([F:21])([F:22])[F:20])[CH:7]=[CH:8][CH:9]=2)[N:4]=1 |f:1.2|. Procedure details: A solution of 1-(2,8-bis(trifluoromethyl)-4-quinolinyl)-4-hydroxybutanone (748 mg, 2.13 mmol) in EtOH (4 mL) at 0° C. was treated with a solution of NaBH4 (81 mg, 2.13 mmol) in water (0.2 mL), stirred at 0° C. for 30 min, poured into water (15 mL), extracted with EtOAc (2×10 mL),dried (MgSO4), concentrated in vacuo and purified by chromatography [SiO2; EtOAc-heptane (2:1)] to give the title compound (618 mg, 82%) as a colourless oil; IR νmax (Nujol)/cm−1 3600-3200, 2938, 2885, 1604,1588, 1430, 1... Reactants: [H-].[Na+] (sodium hydride), COC1=CC=C2C(=N1)C=CN2 (5-Methoxy-1H-pyrrolo[3,2-b]pyridine), BrC1=C(CBr)C=CC=C1 (2-bromobenzyl bromide). Run in CN(C=O)C (N,N-dimethylformamide), CN(C=O)C (N,N-dimethylformamide). Reaction conditions: time 30 minute. Product: BrC1=C(CN2C=CC3=NC(=CC=C32)OC)C=CC=C1 (1-(2-Bromobenzyl)-5-methoxy-1H-pyrrolo[3,2-b]pyridine). RXN SMILES: [H-].[Na+].[CH3:3][O:4][C:5]1[N:10]=[C:9]2[CH:11]=[CH:12][NH:13][C:8]2=[CH:7][CH:6]=1.[Br:14][C:15]1[CH:22]=[CH:21][CH:20]=[CH:19][C:16]=1[CH2:17]Br>CN(C)C=O>[Br:14][C:15]1[CH:22]=[CH:21][CH:20]=[CH:19][C:16]=1[CH2:17][N:13]1[C:8]2[C:9](=[N:10][C:5]([O:4][CH3:3])=[CH:6][CH:7]=2)[CH:11]=[CH:12]1 |f:0.1|. Procedure details: Under argon and in an anhydrous medium, 590 mg (14.75 mmol) of sodium hydride (60% in oil) are added slowly to a solution of 1.81 g (12.23 mmol) of the compound obtained in Step B in 50 ml of N,N-dimethylformamide at 0° C. After 30 minutes' stirring at room temperature, 2.27 ml (14.75 mmol) of 2-bromobenzyl bromide in 15 ml of N,N-dimethylformamide are added dropwise to the reaction mixture. Stirring is maintained at room temperature under argon for two hours. After hydrolysis and then extractio... Starting materials: O=C1c2ccccc2C(=O)N1CCCCCBr, CCO, CN(C)C=O, Cl, NN, [Na], O, O=C1c2ccccc2C(=O)N1CCCCCn1ccnc1, c1c[nH]cn1. The product is NCCCCCn1ccnc1. As a reaction SMILES: [Br:7][CH2:8][CH2:9][CH2:10][CH2:11][CH2:12][N:13]1[C:14](=[O:15])[c:16]2[cH:17][cH:18][cH:19][cH:20][c:21]2[C:22]1=[O:23].[CH3:49][CH2:50][OH:51].[CH3:52][N:53]([CH3:54])[CH:55]=[O:56].[ClH:48].[NH2:46][NH2:47].[Na:6].[OH2:45].[n:24]1([CH2:29][CH2:30][CH2:31][CH2:32][CH2:33][N:34]2[C:35](=[O:36])[c:37]3[c:38]([cH:39][cH:40][cH:41][cH:42]3)[C:43]2=[O:44])[cH:25][n:26][cH:27][cH:28]1.[nH:1]1[cH:2][cH:3][n:4][cH:5]1>>[n:24]1([CH2:29][CH2:30][CH2:31][CH2:32][CH2:33][NH2:34])[cH:25][n:26][cH:27][cH:28]1. Reactants: C1(=CC=CC=C1)CCC1=NNC(=N1)NC(CCCOC1=CC(=CC=C1)CN1CCCCC1)=O (N-[3-(2-phenylethyl)-1H-1,2,4-triazol-5yl]-4-[3-(1-piperidinylmethyl)phenoxy]butanamide), [H-].[Al+3].[Li+].[H-].[H-].[H-] (lithium aluminium hydride). Run in O1CCOCC1 (dioxan). Yields the product C1(=CC=CC=C1)CCC1=NNC(=N1)NCCCCOC1=CC(=CC=C1)CN1CCCCC1 (3-(2-phenylethyl)-N-[4-[3-(1-piperidinylmethyl)phenoxy]butyl]-1H-1,2,4-triazole-5-amine). Yield: 59.4%. Reaction SMILES: [C:1]1([CH2:7][CH2:8][C:9]2[N:13]=[C:12]([NH:14][C:15](=O)[CH2:16][CH2:17][CH2:18][O:19][C:20]3[CH:25]=[CH:24][CH:23]=[C:22]([CH2:26][N:27]4[CH2:32][CH2:31][CH2:30][CH2:29][CH2:28]4)[CH:21]=3)[NH:11][N:10]=2)[CH:6]=[CH:5][CH:4]=[CH:3][CH:2]=1.[H-].[Al+3].[Li+].[H-].[H-].[H-]>O1CCOCC1>[C:1]1([CH2:7][CH2:8][C:9]2[N:13]=[C:12]([NH:14][CH2:15][CH2:16][CH2:17][CH2:18][O:19][C:20]3[CH:25]=[CH:24][CH:23]=[C:22]([CH2:26][N:27]4[CH2:32][CH2:31][CH2:30][CH2:29][CH2:28]4)[CH:21]=3)[NH:11][N:10]=2)[CH:6]=[CH:5][CH:4]=[CH:3][CH:2]=1 |f:1.2.3.4.5.6|. Procedure: A suspension of N-[3-(2-phenylethyl)-1H-1,2,4-triazol-5yl]-4-[3-(1-piperidinylmethyl)phenoxy]butanamide (0.4 g) and lithium aluminium hydride (0.33 g) in dioxan (50 ml) was heated under reflux in a nitrogen atmosphere during 12 h. The cool mixture was quenched with water (50 ml) and extracted with ethyl acetate. The combined organic extracts were evaporated and the residue was crystallized from ethyl acetate to give the title compound as a white solid (0.23 g) m.p. 146°-7° tlc System A, Rf 0.71. The reactants are CN(C)C(=O)Sc1ccc(-c2ccc(C3COC(c4c(F)cccc4F)=N3)cc2)cc1, CO, C[O-], CC(=O)O, [Na+], O. The product is Fc1cccc(F)c1C1=NC(c2ccc(-c3ccc(S)cc3)cc2)CO1. RXN SMILES: [CH3:1][N:2]([CH3:3])[C:30]([S:4][c:5]1[cH:6][cH:7][c:8](-[c:11]2[cH:12][cH:13][c:14]([CH:17]3[N:18]=[C:19]([c:22]4[c:23]([F:29])[cH:24][cH:25][cH:26][c:27]4[F:28])[O:20][CH2:21]3)[cH:15][cH:16]2)[cH:9][cH:10]1)=[O:31].[CH3:32][OH:33].[CH3:34][O-:35].[CH3:37][C:38](=[O:39])[OH:40].[Na+:36].[OH2:41]>>[SH:4][c:5]1[cH:6][cH:7][c:8](-[c:11]2[cH:12][cH:13][c:14]([CH:17]3[N:18]=[C:19]([c:22]4[c:23]([F:29])[cH:24][cH:25][cH:26][c:27]4[F:28])[O:20][CH2:21]3)[cH:15][cH:16]2)[cH:9][cH:10]1.